This data is from the Open Reaction Database (ORD), a public repository of structured organic reaction records. The task is: describe an organic reaction: reactants, conditions, products, and yield Product: C(C)OC1=CC=C(C=C1)CCCCC=CC(=O)O (7-(p-Ethoxyphenyl)-heptenoic acid). Reactants: [Br-].C(=O)(O)CCCCC[P+](C1=CC=CC=C1)(C1=CC=CC=C1)C1=CC=CC=C1 (5-carboxypentyltriphenylphosphonium bromide), C(C)OC1=CC=C(C=O)C=C1 (p-ethoxybenzaldehyde). As a reaction SMILES: [Br-].[C:2]([CH2:5][CH2:6][CH2:7][CH2:8][CH2:9][P+](C1C=CC=CC=1)(C1C=CC=CC=1)C1C=CC=CC=1)([OH:4])=[O:3].[CH2:29]([O:31][C:32]1[CH:39]=[CH:38][C:35]([CH:36]=O)=[CH:34][CH:33]=1)[CH3:30]>C1COCC1>[CH2:29]([O:31][C:32]1[CH:39]=[CH:38][C:35]([CH2:36][CH2:9][CH2:8][CH2:7][CH:6]=[CH:5][C:2]([OH:4])=[O:3])=[CH:34][CH:33]=1)[CH3:30] |f:0.1|. The yield is 64.0%. Run in C1CCOC1 (THF). Procedure details: This compound was synthesized from 5-carboxypentyltriphenylphosphonium bromide (9.50 g, 20 mmol) and p-ethoxybenzaldehyde (3.00 g, 20 mmol) in THF (100 mL) by a Wittig reaction. Crystallization (hexanes-ethyl acetate) afforded the product (3.18 g, 64%) as white crystals (mp 62-63° C.), IR: 3450-2500, 1720 cm-1 ; 1H-NMR: 1.40 (t, 3 H), 1.50 (m, 2 H), 1.70 (m, 2 H), 2.38 (m, 4 H), 4.00 (q, 2 H), 5.72+6.05 (m, 1 H), 6.32 (t, 1 H), 7.05 (q, 4 H), 10.10 (bs, 1 H). Anal. Calcd. for C15H20O3 : C, 72.55... Starting materials: CO, COCCOC, O=C(c1ccc(F)cc1)c1ccc(CBr)cc1, O=c1[nH]c(S)nc2[nH]ccc12. The product is O=C(c1ccc(F)cc1)c1ccc(CSc2nc3[nH]ccc3c(=O)[nH]2)cc1. As a reaction SMILES: [CH3:29][OH:30].[CH3:31][O:32][CH2:33][CH2:34][O:35][CH3:36].[F:12][c:13]1[cH:14][cH:15][c:16]([C:17](=[O:18])[c:19]2[cH:20][cH:21][c:22]([CH2:23][Br:24])[cH:25][cH:26]2)[cH:27][cH:28]1.[SH:1][c:2]1[nH:3][c:4](=[O:11])[c:5]2[c:6]([n:7]1)[nH:8][cH:9][cH:10]2>>[S:1]([c:2]1[nH:3][c:4](=[O:11])[c:5]2[c:6]([n:7]1)[nH:8][cH:9][cH:10]2)[CH2:23][c:22]1[cH:21][cH:20][c:19]([C:17]([c:16]2[cH:15][cH:14][c:13]([F:12])[cH:28][cH:27]2)=[O:18])[cH:26][cH:25]1. The reactants are COc1cccc(CO)n1, ClCCl, [Na+], O=C([O-])O, O=S(Cl)Cl. The product is COc1cccc(CCl)n1. RXN SMILES: [CH3:1][O:2][c:3]1[cH:4][cH:5][cH:6][c:7]([CH2:9][OH:10])[n:8]1.[Cl:20][CH2:21][Cl:22].[Na+:15].[OH:16][C:17](=[O:18])[O-:19].[S:11]([Cl:12])([Cl:13])=[O:14]>>[CH3:1][O:2][c:3]1[cH:4][cH:5][cH:6][c:7]([CH2:9][Cl:13])[n:8]1.